From a dataset of the Open Reaction Database (ORD), a public repository of structured organic reaction records. describe an organic reaction: reactants, conditions, products, and yield The reactants are original process solvent, C1(C=CC(C=C1)=O)=O (p-benzoquinone), C([O-])([O-])=O.[Na+].[Na+] (sodium carbonate). Yields the product C1(C=CC(C=C1)=O)=O.C([O-])([O-])=O.[Na+].[Na+] (p-Benzoquinone Sodium Carbonate). Reaction SMILES: [C:1]1(=[O:8])[CH:6]=[CH:5][C:4](=[O:7])[CH:3]=[CH:2]1.[C:9](=[O:12])([O-:11])[O-:10].[Na+:13].[Na+]>>[C:1]1(=[O:8])[CH:6]=[CH:5][C:4](=[O:7])[CH:3]=[CH:2]1.[C:9](=[O:10])([O-:12])[O-:11].[Na+:13].[Na+:13] |f:1.2.3,4.5.6.7|. Reported procedure: To a slurry of 3 g of Illinois no. 6 coal and 3 g of original process solvent was added 0.03 g of p-benzoquinone and 0.03 g of sodium carbonate. The resulting mixture was subjected to hydroliquefaction under conditions of Example 1.